Dataset: the Open Reaction Database (ORD), a public repository of structured organic reaction records. Task: describe an organic reaction: reactants, conditions, products, and yield The reactants are CC(C)(C)OC(=O)N1CCC(O)C1, C1CCOC1, CS(=O)(=O)c1ccc(-n2ncc3c(Cl)ncnc32)c(F)c1, [H-], [Na+]. Product: CC(C)(C)OC(=O)N1CCC(Oc2ncnc3c2cnn3-c2ccc(S(C)(=O)=O)cc2F)C1. Reaction SMILES: [C:1]([CH3:2])([CH3:3])([CH3:4])[O:5][C:6](=[O:7])[N:8]1[CH2:9][CH:10]([OH:13])[CH2:11][CH2:12]1.[CH2:37]1[O:38][CH2:39][CH2:40][CH2:41]1.[Cl:16][c:17]1[c:18]2[c:19]([n:20][cH:21][n:22]1)[n:23](-[c:26]1[c:27]([F:36])[cH:28][c:29]([S:32](=[O:33])(=[O:34])[CH3:35])[cH:30][cH:31]1)[n:24][cH:25]2.[H-:14].[Na+:15]>>[C:1]([CH3:2])([CH3:3])([CH3:4])[O:5][C:6](=[O:7])[N:8]1[CH2:9][CH:10]([O:13][c:17]2[c:18]3[c:19]([n:20][cH:21][n:22]2)[n:23](-[c:26]2[c:27]([F:36])[cH:28][c:29]([S:32](=[O:33])(=[O:34])[CH3:35])[cH:30][cH:31]2)[n:24][cH:25]3)[CH2:11][CH2:12]1. Reactants: CS(C)=O, N#CCCl, [H-], [H][H], [Na+], O, c1ccc2c(c1)[nH]c1ccc3nccnc3c12. Yields the product N#CCc1cc2nccnc2c2c1[nH]c1ccccc12. As a reaction SMILES: [CH3:26][S:27](=[O:28])[CH3:29].[Cl:22][CH2:23][C:24]#[N:25].[H-:18].[H:20][H:21].[Na+:19].[OH2:30].[n:1]1[cH:2][cH:3][n:4][c:5]2[cH:6][cH:7][c:8]3[c:9]([c:10]12)[c:11]1[cH:12][cH:13][cH:14][cH:15][c:16]1[nH:17]3>>[n:1]1[cH:2][cH:3][n:4][c:5]2[cH:6][c:7]([CH2:23][C:24]#[N:25])[c:8]3[c:9]([c:10]12)[c:11]1[cH:12][cH:13][cH:14][cH:15][c:16]1[nH:17]3. The reactants are I.CSC(NC1=C(C=CC=C1)N1CCOCC1)=N (2-methyl-1-(2-morpholinophenyl)-2-thiopseudourea hydroiodide), CC(C(N)C)N (1,2-dimethylethylenediamine). The solvent is C(C)O (ethanol). The product is CC1NC(NC1C)=NC1=C(C=CC=C1)N1CCOCC1 (4-[2-(4,5-dimethyl-2-imidazolidinylideneamino)phenyl]morpholine). Reaction SMILES: I.CS[C:4](=[NH:18])[NH:5][C:6]1[CH:11]=[CH:10][CH:9]=[CH:8][C:7]=1[N:12]1[CH2:17][CH2:16][O:15][CH2:14][CH2:13]1.[CH3:19][CH:20](N)[CH:21]([CH3:23])[NH2:22]>C(O)C>[CH3:23][CH:21]1[CH:20]([CH3:19])[NH:18][C:4](=[N:5][C:6]2[CH:11]=[CH:10][CH:9]=[CH:8][C:7]=2[N:12]2[CH2:17][CH2:16][O:15][CH2:14][CH2:13]2)[NH:22]1 |f:0.1|. Procedure: A mixture of 2-methyl-1-(2-morpholinophenyl)-2-thiopseudourea hydroiodide (7.6 g prepared as described in Example 166), 1,2-dimethylethylenediamine (5.3 g) and ethanol (90 ml) was heated under reflux for 70 hours to give a solid which was recrystallised from ethylacetate to give 4-[2-(4,5-dimethyl-2-imidazolidinylideneamino)phenyl]morpholine (m.p. 142°-143° C.). Starting materials: C#Cc1ccc(N)cc1, CCOC(=O)C=CI. Product: CCOC(=O)C=CC#Cc1ccc(N)cc1. RXN SMILES: [C:1](#[CH:2])[c:3]1[cH:4][cH:5][c:6]([NH2:9])[cH:7][cH:8]1.[CH2:10]([CH3:11])[O:12][C:13]([CH:14]=[CH:15][I:16])=[O:17]>>[C:1](#[C:2][CH:15]=[CH:14][C:13]([O:12][CH2:10][CH3:11])=[O:17])[c:3]1[cH:4][cH:5][c:6]([NH2:9])[cH:7][cH:8]1. Reactants: CC(C)(C)c1cc(NC(=O)Nc2cccc(Oc3ncnc4ccc(-c5ccc(C=O)o5)cc34)c2)no1, CS(=O)(=O)CCN, CC(=O)O, CO, ClCCl, [Mg+2], O=S(=O)([O-])[O-]. The product is CC(C)(C)c1cc(NC(=O)Nc2cccc(Oc3ncnc4ccc(-c5ccc(CNCCS(C)(=O)=O)o5)cc34)c2)no1. RXN SMILES: [C:1]([CH3:2])([CH3:3])([CH3:4])[c:5]1[cH:6][c:7]([NH:10][C:11](=[O:12])[NH:13][c:14]2[cH:15][c:16]([O:20][c:21]3[n:22][cH:23][n:24][c:25]4[cH:26][cH:27][c:28](-[c:31]5[o:32][c:33]([CH:36]=[O:37])[cH:34][cH:35]5)[cH:29][c:30]34)[cH:17][cH:18][cH:19]2)[n:8][o:9]1.[CH3:38][S:39](=[O:40])(=[O:41])[CH2:42][CH2:43][NH2:44].[CH3:51][C:52](=[O:53])[OH:54].[CH3:58][OH:59].[Cl:55][CH2:56][Cl:57].[Mg+2:45].[O-:46][S:47]([O-:48])(=[O:49])=[O:50]>>[C:1]([CH3:2])([CH3:3])([CH3:4])[c:5]1[cH:6][c:7]([NH:10][C:11](=[O:12])[NH:13][c:14]2[cH:15][c:16]([O:20][c:21]3[n:22][cH:23][n:24][c:25]4[cH:26][cH:27][c:28](-[c:31]5[o:32][c:33]([CH2:36][NH:44][CH2:43][CH2:42][S:39]([CH3:38])(=[O:40])=[O:41])[cH:34][cH:35]5)[cH:29][c:30]34)[cH:17][cH:18][cH:19]2)[n:8][o:9]1. Reactants: NC1[C@@H]2N(C(C(CS2)=C)C(=O)OCC2=CC=C(C=C2)[N+](=O)[O-])C1=O (p-nitrobenzyl 7-amino-3-methylenecepham-4-carboxylate), CO (methanol). The product is NC1[C@@H]2N(C(=C(CS2)O)C(=O)OCC2=CC=C(C=C2)[N+](=O)[O-])C1=O (p-nitrobenzyl 7-amino-3-hydroxy-3-cephem-4-carboxylate), hydrochloride salt. As a reaction SMILES: [NH2:1][CH:2]1[C:23](=[O:24])[N:4]2[CH:5]([C:10]([O:12][CH2:13][C:14]3[CH:19]=[CH:18][C:17]([N+:20]([O-:22])=[O:21])=[CH:16][CH:15]=3)=[O:11])[C:6](=C)[CH2:7][S:8][C@H:3]12.C[OH:26]>>[NH2:1][CH:2]1[C:23](=[O:24])[N:4]2[C:5]([C:10]([O:12][CH2:13][C:14]3[CH:19]=[CH:18][C:17]([N+:20]([O-:22])=[O:21])=[CH:16][CH:15]=3)=[O:11])=[C:6]([OH:26])[CH2:7][S:8][C@H:3]12. Procedure: In a further example, p-nitrobenzyl 7-amino-3-methylenecepham-4-carboxylate 1 hydrochloride is dissolved in methanol and ozone is bubbled through the solution at a temperature of about -78° C. Excess ozone is purged from the mixture with nitrogen and the ozonide is decomposed by bubbling sulfur dioxide through the mixture. The reaction mixture is evaporated to dryness and the residue, p-nitrobenzyl 7-amino-3-hydroxy-3-cephem-4-carboxylate is obtained as the hydrochloride salt. Reactants: C1(CCCC1)CC(=O)O (cyclopentylacetic acid), Cl.C(C(C)C)OC([C@@H](N)C)=O (L-alanine iso-butyl ester hydrochloride). Yields the product C(C(C)C)OC([C@@H](NC(CC1CCCC1)=O)C)=O (N-(cyclopentylacetyl)-L-alanine iso-butyl ester). RXN SMILES: [CH:1]1([CH2:6][C:7]([OH:9])=O)[CH2:5][CH2:4][CH2:3][CH2:2]1.Cl.[CH2:11]([O:15][C:16](=[O:20])[C@H:17]([CH3:19])[NH2:18])[CH:12]([CH3:14])[CH3:13]>>[CH2:11]([O:15][C:16](=[O:20])[C@H:17]([CH3:19])[NH:18][C:7](=[O:9])[CH2:6][CH:1]1[CH2:2][CH2:3][CH2:4][CH2:5]1)[CH:12]([CH3:14])[CH3:13] |f:1.2|. Reported procedure: Following General Procedure BB above, and using cyclopentylacetic acid (Aldrich) and L-alanine iso-butyl ester hydrochloride (from Example BB above), the title compound was prepared as a solid having a melting point of 62° C.-64° C. The reaction was monitored by tlc on silica gel (Rf=0.37 in 1:3 EtOAc:hexane) and purification was by extraction with Et2O followed by washes with aqueous K2CO3 and aqueous HCl. Starting materials: O=C([O-])[O-], CCN(C)C(=O)Cl, CC#N, [K+], [K+], O=C1CCc2ccc(O)cc21. The product is CCN(C)C(=O)Oc1ccc2c(c1)C(=O)CC2. As a reaction SMILES: [C:19](=[O:20])([O-:21])[O-:22].[CH2:1]([CH3:2])[N:3]([C:4](=[O:5])[Cl:6])[CH3:7].[CH3:25][C:26]#[N:27].[K+:23].[K+:24].[OH:8][c:9]1[cH:10][cH:11][c:12]2[c:16]([cH:17]1)[C:15](=[O:18])[CH2:14][CH2:13]2>>[CH2:1]([CH3:2])[N:3]([C:4](=[O:5])[O:8][c:9]1[cH:10][cH:11][c:12]2[c:16]([cH:17]1)[C:15](=[O:18])[CH2:14][CH2:13]2)[CH3:7]. The reactants are O=C([O-])[O-], Cc1oc2ccccc2c1B1OC(C)(C)C(C)(C)O1, CC(C)(O)C1CCN(Cc2nc3c(N4CCOCC4)nc(Cl)nc3s2)CC1, [Cs+], [Cs+], C1COCCO1, O, [Pd], c1ccc(P(c2ccccc2)c2ccccc2)cc1, c1ccc(P(c2ccccc2)c2ccccc2)cc1, c1ccc(P(c2ccccc2)c2ccccc2)cc1, c1ccc(P(c2ccccc2)c2ccccc2)cc1. The product is Cc1oc2ccccc2c1-c1nc(N2CCOCC2)c2nc(CN3CCC(C(C)(C)O)CC3)sc2n1. As a reaction SMILES: [C:47](=[O:48])([O-:49])[O-:50].[CH3:28][c:29]1[o:30][c:31]2[c:32]([c:33]1[B:34]1[O:35][C:36]([CH3:37])([CH3:38])[C:39]([CH3:40])([CH3:41])[O:42]1)[cH:43][cH:44][cH:45][cH:46]2.[Cl:1][c:2]1[n:3][c:4]([N:22]2[CH2:23][CH2:24][O:25][CH2:26][CH2:27]2)[c:5]2[c:6]([n:7]1)[s:8][c:9]([CH2:11][N:12]1[CH2:13][CH2:14][CH:15]([C:18]([CH3:19])([CH3:20])[OH:21])[CH2:16][CH2:17]1)[n:10]2.[Cs+:51].[Cs+:52].[O:53]1[CH2:54][CH2:55][O:56][CH2:57][CH2:58]1.[OH2:59].[Pd:60].[c:118]1([P:119]([c:120]2[cH:121][cH:122][cH:123][cH:124][cH:125]2)[c:126]2[cH:127][cH:128][cH:129][cH:130][cH:131]2)[cH:132][cH:133][cH:134][cH:135][cH:136]1.[c:61]1([P:62]([c:63]2[cH:64][cH:65][cH:66][cH:67][cH:68]2)[c:69]2[cH:70][cH:71][cH:72][cH:73][cH:74]2)[cH:75][cH:76][cH:77][cH:78][cH:79]1.[c:80]1([P:81]([c:82]2[cH:83][cH:84][cH:85][cH:86][cH:87]2)[c:88]2[cH:89][cH:90][cH:91][cH:92][cH:93]2)[cH:94][cH:95][cH:96][cH:97][cH:98]1.[c:99]1([P:100]([c:101]2[cH:102][cH:103][cH:104][cH:105][cH:106]2)[c:107]2[cH:108][cH:109][cH:110][cH:111][cH:112]2)[cH:113][cH:114][cH:115][cH:116][cH:117]1>>[c:2]1(-[c:33]2[c:29]([CH3:28])[o:30][c:31]3[c:32]2[cH:43][cH:44][cH:45][cH:46]3)[n:3][c:4]([N:22]2[CH2:23][CH2:24][O:25][CH2:26][CH2:27]2)[c:5]2[c:6]([n:7]1)[s:8][c:9]([CH2:11][N:12]1[CH2:13][CH2:14][CH:15]([C:18]([CH3:19])([CH3:20])[OH:21])[CH2:16][CH2:17]1)[n:10]2.